From a dataset of the Open Reaction Database (ORD), a public repository of structured organic reaction records. describe an organic reaction: reactants, conditions, products, and yield Product: C(C)C(C(=O)[O-])CCCC.C(CCCCCCCCC)[N+](C)(C)CCCCCCCCCC.O.N (Didecyldimethylammonium 2-ethylhexanoate ammonia water). Reaction SMILES: [CH2:1]([CH:3]([CH2:7][CH2:8][CH2:9][CH3:10])[C:4]([O-:6])=[O:5])[CH3:2].[CH2:11]([N+:21]([CH2:24][CH2:25][CH2:26][CH2:27][CH2:28][CH2:29][CH2:30][CH2:31][CH2:32][CH3:33])([CH3:23])[CH3:22])[CH2:12][CH2:13][CH2:14][CH2:15][CH2:16][CH2:17][CH2:18][CH2:19][CH3:20]>O.N>[CH2:1]([CH:3]([CH2:7][CH2:8][CH2:9][CH3:10])[C:4]([O-:6])=[O:5])[CH3:2].[CH2:24]([N+:21]([CH2:11][CH2:12][CH2:13][CH2:14][CH2:15][CH2:16][CH2:17][CH2:18][CH2:19][CH3:20])([CH3:23])[CH3:22])[CH2:25][CH2:26][CH2:27][CH2:28][CH2:29][CH2:30][CH2:31][CH2:32][CH3:33].[OH2:5].[NH3:21] |f:0.1,2.3,4.5.6.7|. Procedure details: The procedure of Example 156 was followed substituting a treating solution of it didecyldimethylammonium 2-ethylhexanoate in 3% ammonia water for the treating solution. The reactants are C(C)C(C(=O)[O-])CCCC.C(CCCCCCCCC)[N+](C)(C)CCCCCCCCCC (didecyldimethylammonium 2-ethylhexanoate). The solvent is O.N (ammonia water). The reactants are C1CCOC1, [Li]C, CC1(C)CCC(C)(C)c2cc(C(=O)COc3ccc(C(=O)O)c(O)c3)ccc21. The product is CC1(C)CCC(C)(C)c2cc(C(C)(O)COc3ccc(C(=O)O)c(O)c3)ccc21. As a reaction SMILES: [CH2:31]1[O:32][CH2:33][CH2:34][CH2:35]1.[CH3:29][Li:30].[OH:1][c:2]1[c:3]([C:4](=[O:5])[OH:6])[cH:7][cH:8][c:9]([O:11][CH2:12][C:13](=[O:14])[c:15]2[cH:16][c:17]3[c:22]([cH:23][cH:24]2)[C:21]([CH3:25])([CH3:26])[CH2:20][CH2:19][C:18]3([CH3:27])[CH3:28])[cH:10]1>>[OH:1][c:2]1[c:3]([C:4](=[O:5])[OH:6])[cH:7][cH:8][c:9]([O:11][CH2:12][C:13]([OH:14])([c:15]2[cH:16][c:17]3[c:22]([cH:23][cH:24]2)[C:21]([CH3:25])([CH3:26])[CH2:20][CH2:19][C:18]3([CH3:27])[CH3:28])[CH3:29])[cH:10]1.